From a dataset of the Open Reaction Database (ORD), a public repository of structured organic reaction records. describe an organic reaction: reactants, conditions, products, and yield Reactants: CCOC(C)=O, CCN(C(C)C)C(C)C, O=C(Cl)OCc1ccccc1, ClCCl, OCC1CCNCC1. The product is O=C(OCc1ccccc1)N1CCC(CO)CC1. RXN SMILES: [CH3:32][CH2:33][O:34][C:35]([CH3:36])=[O:37].[CH:1]([N:2]([CH2:3][CH3:4])[CH:5]([CH3:6])[CH3:7])([CH3:8])[CH3:9].[Cl:18][C:19](=[O:20])[O:21][CH2:22][c:23]1[cH:24][cH:25][cH:26][cH:27][cH:28]1.[Cl:29][CH2:30][Cl:31].[OH:10][CH2:11][CH:12]1[CH2:13][CH2:14][NH:15][CH2:16][CH2:17]1>>[OH:10][CH2:11][CH:12]1[CH2:13][CH2:14][N:15]([C:19](=[O:20])[O:21][CH2:22][c:23]2[cH:24][cH:25][cH:26][cH:27][cH:28]2)[CH2:16][CH2:17]1. Product: CC(=O)CC(C)(C)CC(=O)O. Reaction SMILES: [Cl:16][CH2:17][Cl:18].[O-:12][O+:13]=[O:14].[O:11].[O:1]=[C:2]1[CH:3]=[C:4]([CH3:10])[CH2:5][C:6]([CH3:7])([CH3:8])[CH2:9]1.[OH2:15]>>[O:1]=[C:2]([CH3:3])[CH2:9][C:6]([CH2:5][C:4]([OH:12])=[O:15])([CH3:7])[CH3:8]. Reactants: ClCCl, O=[O+][O-], O, CC1=CC(=O)CC(C)(C)C1, O. Reactants: CCc1nc2c(C)cc(C)nc2[nH]1, [I-], [Li+], CN(C)C=O, [OH-], O, C[N+]1(Cc2ccc3c(c2)CCc2ccccc2N3)CCCCC1. The product is CCc1nc2c(C)cc(C)nc2n1Cc1ccc2c(c1)CCc1ccccc1N2. As a reaction SMILES: [CH2:1]([CH3:2])[c:3]1[n:4][c:5]2[c:6]([n:7][c:8]([CH3:12])[cH:9][c:10]2[CH3:11])[nH:13]1.[I-:16].[Li+:14].[O:41]=[CH:42][N:43]([CH3:44])[CH3:45].[OH-:15].[OH2:40].[cH:17]1[c:18]([CH2:32][N+:33]2([CH3:34])[CH2:35][CH2:36][CH2:37][CH2:38][CH2:39]2)[cH:19][cH:20][c:21]2[c:27]1[CH2:26][CH2:25][c:24]1[c:23]([cH:31][cH:30][cH:29][cH:28]1)[NH:22]2>>[CH2:1]([CH3:2])[c:3]1[n:4][c:5]2[c:6]([n:7][c:8]([CH3:12])[cH:9][c:10]2[CH3:11])[n:13]1[CH2:32][c:18]1[cH:17][c:27]2[c:21]([cH:20][cH:19]1)[NH:22][c:23]1[c:24]([cH:28][cH:29][cH:30][cH:31]1)[CH2:25][CH2:26]2. Reactants: C(C)(C)NC (isopropylmethylamine), [N+](=O)([O-])C1=C(C=CC=C1)S(=O)(=O)Cl (2-nitrobenzenesulfonyl chloride), [OH-].[K+] (Potassium hydroxide). Run in C1CCOC1 (THF), O (water), C1CCOC1 (THF). Reaction conditions: temperature 0 celsius. The product is C(C)(C)N(S(=O)(=O)C1=C(C=CC=C1)[N+](=O)[O-])C (N-(isopropyl)-N-(methyl)-2-nitrobenzenesulfonamide). As a reaction SMILES: [CH:1]([NH:4][CH3:5])([CH3:3])[CH3:2].[OH-].[K+].[N+:8]([C:11]1[CH:16]=[CH:15][CH:14]=[CH:13][C:12]=1[S:17](Cl)(=[O:19])=[O:18])([O-:10])=[O:9]>O.C1COCC1>[CH:1]([N:4]([CH3:5])[S:17]([C:12]1[CH:13]=[CH:14][CH:15]=[CH:16][C:11]=1[N+:8]([O-:10])=[O:9])(=[O:18])=[O:19])([CH3:3])[CH3:2] |f:1.2|. Reported procedure: A 250 mL round bottom flask was equipped with a magnetic stirrer. The flask was charged with isopropylmethylamine (0.85 g, 11.6 mmol) followed by THF (50 mL). The mixture was cooled to 0° C. by placing the flask in an ice bath. Potassium hydroxide (23.2 mmol) was dissolved in water (20 mL) and added to the flask. An addition funnel was installed and charged with 2-nitrobenzenesulfonyl chloride (11.6 mmol) in THF (40 mL). The solution was added dropwise over 20 minutes, then the ice bath was remo... The reactants are [OH-].[Na+] (sodium hydroxide), OC1=CC=C2C(CC(OC2=C1)(C)C)=O (7-hydroxy-2,2-dimethyl-4-chromanone), CI (methyl iodide). The reagents and catalysts are [Cl-].C(C)[N+](CC1=CC=CC=C1)(CC)CC (triethyl benzyl ammonium chloride). Solvent: ClCCl (dichloro methane). Reaction conditions: time 20 minute. Yields the product COC1=CC=C2C(CC(OC2=C1)(C)C)=O (7-methoxy-2,2-dimethyl-4-chromanone). Yield: 94.6%. As a reaction SMILES: [OH-].[Na+].[CH3:3]I.[OH:5][C:6]1[CH:15]=[C:14]2[C:9]([C:10](=[O:18])[CH2:11][C:12]([CH3:17])([CH3:16])[O:13]2)=[CH:8][CH:7]=1>ClCCl.[Cl-].C([N+](CC)(CC)CC1C=CC=CC=1)C>[CH3:3][O:5][C:6]1[CH:15]=[C:14]2[C:9]([C:10](=[O:18])[CH2:11][C:12]([CH3:16])([CH3:17])[O:13]2)=[CH:8][CH:7]=1 |f:0.1,5.6|. Procedure details: In 40 ml of 5% sodium hydroxide solution 3.84 g (20 millimoles) of 7-hydroxy-2,2-dimethyl-4-chromanone are dissolved whereupon 80 ml of dichloro methane and 0.5 g of triethyl benzyl ammonium chloride are added and the mixture is intensively stirred at room temperature for 20 minutes. After addition of 4.25 g (1.9 ml, 30 millimole) of methyl iodide the reaction mixture is stirred for 2 hours. The organic layer is separated, washed twice with 50 ml of water each, dried over sodium sulfate and evap... Starting materials: C1COCCN1, C1CCOC1, COc1ccc(CN(Cc2ccc(OC)cc2)c2nc(C)nc(-c3cc(C=O)cnc3Nc3ccc(OC)nc3)n2)cc1, N#C[Na]. The product is COc1ccc(CN(Cc2ccc(OC)cc2)c2nc(C)nc(-c3cc(C(=O)N4CCOCC4)cnc3Nc3ccc(OC)nc3)n2)cc1. Reaction SMILES: [CH2:47]1[CH2:48][O:49][CH2:50][CH2:51][NH:52]1.[CH2:53]1[O:54][CH2:55][CH2:56][CH2:57]1.[CH3:1][O:2][c:3]1[cH:4][cH:5][c:6]([CH2:7][N:8]([c:9]2[n:10][c:11](-[c:16]3[cH:17][c:18]([CH:31]=[O:32])[cH:19][n:20][c:21]3[NH:22][c:23]3[cH:24][n:25][c:26]([O:29][CH3:30])[cH:27][cH:28]3)[n:12][c:13]([CH3:15])[n:14]2)[CH2:33][c:34]2[cH:35][cH:36][c:37]([O:40][CH3:41])[cH:38][cH:39]2)[cH:42][cH:43]1.[Na:44][C:45]#[N:46]>>[CH3:1][O:2][c:3]1[cH:4][cH:5][c:6]([CH2:7][N:8]([c:9]2[n:10][c:11](-[c:16]3[cH:17][c:18]([C:31](=[O:32])[N:52]4[CH2:47][CH2:48][O:49][CH2:50][CH2:51]4)[cH:19][n:20][c:21]3[NH:22][c:23]3[cH:24][n:25][c:26]([O:29][CH3:30])[cH:27][cH:28]3)[n:12][c:13]([CH3:15])[n:14]2)[CH2:33][c:34]2[cH:35][cH:36][c:37]([O:40][CH3:41])[cH:38][cH:39]2)[cH:42][cH:43]1.